Dataset: the Open Reaction Database (ORD), a public repository of structured organic reaction records. Task: describe an organic reaction: reactants, conditions, products, and yield The reactants are CC1CC(C(Cc2ccccc2)NC(=O)OC(C)(C)C)OC1=O, CC(C)(C)CCN. Product: CC(CC(O)C(Cc1ccccc1)NC(=O)OC(C)(C)C)C(=O)NCCC(C)(C)C. As a reaction SMILES: [C:1]([CH3:2])([CH3:3])([CH3:4])[O:5][C:6]([NH:7][CH:8]([CH2:9][c:10]1[cH:11][cH:12][cH:13][cH:14][cH:15]1)[CH:16]1[O:17][C:18](=[O:22])[CH:19]([CH3:21])[CH2:20]1)=[O:23].[CH3:24][C:25]([CH2:26][CH2:27][NH2:28])([CH3:29])[CH3:30]>>[C:1]([CH3:2])([CH3:3])([CH3:4])[O:5][C:6]([NH:7][CH:8]([CH2:9][c:10]1[cH:11][cH:12][cH:13][cH:14][cH:15]1)[CH:16]([OH:17])[CH2:20][CH:19]([C:18](=[O:22])[NH:28][CH2:27][CH2:26][C:25]([CH3:24])([CH3:29])[CH3:30])[CH3:21])=[O:23].